Dataset: the Open Reaction Database (ORD), a public repository of structured organic reaction records. Task: describe an organic reaction: reactants, conditions, products, and yield Starting materials: COC1=C(C(=C2C(OCC2=C1C)=O)OCOCCOC)CC=O (2-(1,3-dihydro-6-methoxy-4-methoxyethoxymethoxy -7-methyl-3-oxoisobenzofuran-5-yl)acetaldehyde), C1(=CC=CC=C1)P(=C(C=O)C)(C1=CC=CC=C1)C1=CC=CC=C1 (2-(triphenyl-phosphoranylidene)-propionaldehyde). Run in C1(=CC=CC=C1)C (toluene). The product is COC1=C(C(=C2C(OCC2=C1C)=O)OCOCCOC)C/C=C(/C=O)\C ((E)-4-(1,3-dihydro-6-methoxy-4-methoxyethoxymethoxy-7-methyl -3-oxoisobenzofuran-5-yl)-2-methylbut-2-enaldehyde). As a reaction SMILES: [CH3:1][O:2][C:3]1[C:11]([CH3:12])=[C:10]2[C:6]([C:7](=[O:13])[O:8][CH2:9]2)=[C:5]([O:14][CH2:15][O:16][CH2:17][CH2:18][O:19][CH3:20])[C:4]=1[CH2:21][CH:22]=O.C1(P(C2C=CC=CC=2)(C2C=CC=CC=2)=[C:31]([CH3:34])[CH:32]=[O:33])C=CC=CC=1>C1(C)C=CC=CC=1>[CH3:1][O:2][C:3]1[C:11]([CH3:12])=[C:10]2[C:6]([C:7](=[O:13])[O:8][CH2:9]2)=[C:5]([O:14][CH2:15][O:16][CH2:17][CH2:18][O:19][CH3:20])[C:4]=1[CH2:21]/[CH:22]=[C:31](\[CH3:34])/[CH:32]=[O:33]. Procedure: A solution of 2-(1,3-dihydro-6-methoxy-4-methoxyethoxymethoxy -7-methyl-3-oxoisobenzofuran-5-yl)acetaldehyde (10.3 g) and 2-(triphenyl-phosphoranylidene)-propionaldehyde (11.6 g) in toluene (250 ml) was refluxed for 7 hours. The solvent was removed under vacuum and the residue was chromatographed on silica gel, eluting with 9:1 hexane:ethyl acetate, to afford (E)-4-(1,3-dihydro-6-methoxy-4-methoxyethoxymethoxy-7-methyl -3-oxoisobenzofuran-5-yl)-2-methylbut-2-enaldehyde, mp 67°-68° C., (methylene... Starting materials: TiCl2(i-PrO)2, C(CCCCCCC)=O (octanal), C1=CC=C2C(=C1)C=CC(=C2C3=C(C=CC4=CC=CC=C43)O)O ((R)-(+)-1,1′-bi-2-naphthol), C(C=C)[Sn](CCCC)(CCCC)CCCC (allyltributyltin). Conditions: time 2 hour. Product: C=CC[C@H](CCCCCCC)O ((S)-1-Undecen-4-ol). Yield: 188.2%. RXN SMILES: C1C=C2C=C[C:9](O)=[C:10]([C:11]3C4[C:15](=[CH:16][CH:17]=[CH:18][CH:19]=4)[CH:14]=[CH:13][C:12]=3[OH:21])C2=CC=1.C([Sn](CCCC)(CCCC)CCCC)C=C.C(=O)CCCCCCC>>[CH2:9]=[CH:10][CH2:11][C@@H:12]([OH:21])[CH2:13][CH2:14][CH2:15][CH2:16][CH2:17][CH2:18][CH3:19]. Procedure: To a flame dried flask under a N2 atmosphere was added 5.0 g of 4 Å molecular sieves and 100 mL of anhydrous CH2Cl2, followed by 1.9 g (7.8 mmol) of TiCl2(i-PrO)2 and 2.2 g (7.8 mmol) of (R)-(+)-1,1′-bi-2-naphthol. The solution immediately turned red and was stirred at room temperature for 2 h. To this solution was added 17.9 mL (58.3 mmol) of allyltributyltin. The reaction was cooled to −20° C. and 5.0 g (39.0 mmol) of octanal was added. The solution was allowed to stir for 48 h at −20° C. The ... Reactants: BrC=1C=C(N)C=C(C1OC)Cl (3-bromo-5-chloro-4-methoxyaniline), C(=O)(Cl)Cl (phosgene). Run in C1(=CC=CC=C1)C (toluene), C1(=CC=CC=C1)C (toluene). The product is BrC=1C=C(C=C(C1OC)Cl)N=C=O (3-bromo-5-chloro-4-methoxyphenyl isocyanate). Isolated yield 99.8%. Reaction SMILES: [Br:1][C:2]1[CH:3]=[C:4]([CH:6]=[C:7]([Cl:11])[C:8]=1[O:9][CH3:10])[NH2:5].[C:12](Cl)(Cl)=[O:13]>C1(C)C=CC=CC=1>[Br:1][C:2]1[CH:3]=[C:4]([N:5]=[C:12]=[O:13])[CH:6]=[C:7]([Cl:11])[C:8]=1[O:9][CH3:10]. Reported procedure: A mixture of 3-bromo-5-chloro-4-methoxyaniline (13.0 g) in toluene (100 ml) was dropwise added to a toluene solution containing 20 g of phosgene at 10° to 20° C. The resulting mixture was gradually heated and, after being refluxed for 30 minutes, cooled to room temperature. The solvent was removed by distillation under reduced pressure to give 3-bromo-5-chloro-4-methoxyphenyl isocyanate (14.4 g). The thus obtained crude substance was added to an isopropanol solution (50 ml) containing triethylam... The reactants are ClC1=C(C(N(C2=CC=CC=C12)CCC)=O)C#N (4-Chloro-1,2-dihydro-1-propyl-2-oxo-3-quinolinecarbonitrile), COC(=O)NN (methoxycarbonylhydrazine). The solvent is CO (methanol). Isolated yield 54.3%. Reported procedure: In 60 ml of methanol were refluxed 2.00 g (8.1 mmol) of Compound b prepared in Example 2 and 1.10 g (12.2 mmol) of methoxycarbonylhydrazine for 6 hours. The reaction mixture was cooled to obtain 1.32 g (54%) of the titled compound as a colorless crystal. As a reaction SMILES: Cl[C:2]1[C:11]2[C:6](=[CH:7][CH:8]=[CH:9][CH:10]=2)[N:5]([CH2:12][CH2:13][CH3:14])[C:4](=[O:15])[C:3]=1[C:16]#[N:17].[CH3:18][O:19][C:20]([NH:22][NH2:23])=[O:21]>CO>[NH2:17][C:16]1[N:22]([C:20]([O:19][CH3:18])=[O:21])[N:23]=[C:2]2[C:11]3[CH:10]=[CH:9][CH:8]=[CH:7][C:6]=3[N:5]([CH2:12][CH2:13][CH3:14])[C:4](=[O:15])[C:3]=12. Product: NC=1N(N=C2C1C(N(C=1C=CC=CC21)CCC)=O)C(=O)OC (3-Amino-2-methoxycarbonyl-5-propyl-2H-pyrazolo[4,3-c]quinolin-4(5H)-one). Reactants: O=CCOCc1ccccc1, NC1CCC(C(=O)OCc2ccccc2)CC1, ClCCCl. Yields the product O=C(OCc1ccccc1)C1CCC(NCCOCc2ccccc2)CC1. As a reaction SMILES: [CH2:18]([c:19]1[cH:20][cH:21][cH:22][cH:23][cH:24]1)[O:25][CH2:26][CH:27]=[O:28].[CH2:1]([c:2]1[cH:3][cH:4][cH:5][cH:6][cH:7]1)[O:8][C:9](=[O:10])[CH:11]1[CH2:12][CH2:13][CH:14]([NH2:17])[CH2:15][CH2:16]1.[Cl:29][CH2:30][CH2:31][Cl:32]>>[CH2:1]([c:2]1[cH:3][cH:4][cH:5][cH:6][cH:7]1)[O:8][C:9](=[O:10])[CH:11]1[CH2:12][CH2:13][CH:14]([NH:17][CH2:27][CH2:26][O:25][CH2:18][c:19]2[cH:20][cH:21][cH:22][cH:23][cH:24]2)[CH2:15][CH2:16]1.